Dataset: the Open Reaction Database (ORD), a public repository of structured organic reaction records. Task: describe an organic reaction: reactants, conditions, products, and yield Starting materials: BrC1=CC=C2C(=NNC2=C1)OC (6-bromo-3-methoxy-1H-indazole), C(C)OC(C=CC1=NC(=CC=C1)C)=O (3-(6-methyl-pyridin-2-yl)-acrylic acid ethyl ester), 3-(3-Cyano-1H-Indol-4-yl)-3-phenyl-acrylic acid ethyl. The product is C(C)OC(C=C(C1=NC(=CC=C1)C)C1=CC=C2C(=NNC2=C1)OC)=O (3-(3-Methoxy-1H-indazol-6-yl)-3-(6-methyl-pyridin-2-yl)-acrylic acid ethyl ester). RXN SMILES: Br[C:2]1[CH:10]=[C:9]2[C:5]([C:6]([O:11][CH3:12])=[N:7][NH:8]2)=[CH:4][CH:3]=1.[CH2:13]([O:15][C:16](=[O:26])[CH:17]=[CH:18][C:19]1[CH:24]=[CH:23][CH:22]=[C:21]([CH3:25])[N:20]=1)[CH3:14]>>[CH2:13]([O:15][C:16](=[O:26])[CH:17]=[C:18]([C:2]1[CH:10]=[C:9]2[C:5]([C:6]([O:11][CH3:12])=[N:7][NH:8]2)=[CH:4][CH:3]=1)[C:19]1[CH:24]=[CH:23][CH:22]=[C:21]([CH3:25])[N:20]=1)[CH3:14]. Reported procedure: 3-(3-Methoxy-1H-indazol-6-yl)-3-(6-methyl-pyridin-2-yl)-acrylic acid ethyl ester CCLIII was prepared from 6-bromo-3-methoxy-1H-indazole and 3-(6-methyl-pyridin-2-yl)-acrylic acid ethyl ester using the procedure described for preparation of 3-(3-Cyano-1H-Indol-4-yl)-3-phenyl-acrylic acid ethyl esterLVIII (Example 14).